This data is from the Open Reaction Database (ORD), a public repository of structured organic reaction records. The task is: describe an organic reaction: reactants, conditions, products, and yield The reactants are CCOC(=O)c1oc(SC)c2c1CCc1sc(-c3ccccc3)nc1-2, CCO, Cl, [Na+], C1CCOC1, [OH-], O. Product: CSc1oc(C(=O)O)c2c1-c1nc(-c3ccccc3)sc1CC2. As a reaction SMILES: [CH3:1][S:2][c:3]1[o:4][c:5]([C:21](=[O:22])[O:23][CH2:24][CH3:25])[c:6]2[c:20]1-[c:10]1[c:9]([s:13][c:12](-[c:14]3[cH:15][cH:16][cH:17][cH:18][cH:19]3)[n:11]1)[CH2:8][CH2:7]2.[CH3:26][CH2:27][OH:28].[ClH:31].[Na+:30].[O:33]1[CH2:34][CH2:35][CH2:36][CH2:37]1.[OH-:29].[OH2:32]>>[CH3:1][S:2][c:3]1[o:4][c:5]([C:21](=[O:22])[OH:23])[c:6]2[c:20]1-[c:10]1[c:9]([s:13][c:12](-[c:14]3[cH:15][cH:16][cH:17][cH:18][cH:19]3)[n:11]1)[CH2:8][CH2:7]2. The reactants are CCOC(=O)c1ncn2c1CN(C)C(=O)c1ccccc1-2, CCO, NN, O. The product is CN1Cc2c(C(=O)NN)ncn2-c2ccccc2C1=O. RXN SMILES: [CH3:1][N:2]1[CH2:3][c:4]2[n:5]([cH:14][n:15][c:16]2[C:17]([O:19][CH2:18][CH3:20])=[O:21])-[c:6]2[c:7]([cH:10][cH:11][cH:12][cH:13]2)[C:8]1=[O:9].[CH3:25][CH2:26][OH:27].[NH2:23][NH2:24].[OH2:22]>>[CH3:1][N:2]1[CH2:3][c:4]2[n:5]([cH:14][n:15][c:16]2[C:17](=[O:19])[NH:23][NH2:24])-[c:6]2[c:7]([cH:10][cH:11][cH:12][cH:13]2)[C:8]1=[O:9]. The reactants are C(C)(C)(C)OC(NC=1C(=C2C(=NC1)N(N=C2)CC)Cl)=O ((4-chloro-1-ethyl-1H-pyrazolo[3,4-b]pyridin-5-yl)-carbamic acid tert-butyl ester), [H-].[Na+] (NaH), IC (iodomethane). The solvent is CN(C)C=O (DMF). Run at time 20 minute. The product is ClC1=C2C(=NC=C1NC)N(N=C2)CC ((4-Chloro-1-ethyl-1H-pyrazolo[3,4-b]pyridin-5-yl)-methyl-amine). Yield: 95.8%. As a reaction SMILES: C(O[C:6](=O)[NH:7][C:8]1[C:9]([Cl:19])=[C:10]2[CH:16]=[N:15][N:14]([CH2:17][CH3:18])[C:11]2=[N:12][CH:13]=1)(C)(C)C.[H-].[Na+].IC>CN(C=O)C>[Cl:19][C:9]1[C:8]([NH:7][CH3:6])=[CH:13][N:12]=[C:11]2[N:14]([CH2:17][CH3:18])[N:15]=[CH:16][C:10]=12 |f:1.2|. Reported procedure: To a solution of (4-chloro-1-ethyl-1H-pyrazolo[3,4-b]pyridin-5-yl)-carbamic acid tert-butyl ester (3.3 g, 11.1 mmol) in DMF (50 mL) at 0° C. was added NaH (0.694 g, 50% purity, 14.5 mmol). After 20 minutes, iodomethane (2.37 g, 16.7 mmol) was added and the temperature raised to RT. The reaction was quenched by addition of H2O and the product extracted with EtOAc. The combined organic phases were dried over Na2SO4, and concentrated under vacuo to give a crude intermediate which was used directly ... Starting materials: CCN=C=O, CC#N, C#CCNc1nc(Nc2ccc(N)cc2)ncc1Br. Yields the product C#CCNc1nc(Nc2ccc(NC(=O)NCC)cc2)ncc1Br. Reaction SMILES: [CH2:20]([CH3:21])[N:22]=[C:23]=[O:24].[CH3:25][C:26]#[N:27].[NH2:1][c:2]1[cH:3][cH:4][c:5]([NH:8][c:9]2[n:10][cH:11][c:12]([Br:19])[c:13]([NH:15][CH2:16][C:17]#[CH:18])[n:14]2)[cH:6][cH:7]1>>[NH:1]([c:2]1[cH:3][cH:4][c:5]([NH:8][c:9]2[n:10][cH:11][c:12]([Br:19])[c:13]([NH:15][CH2:16][C:17]#[CH:18])[n:14]2)[cH:6][cH:7]1)[C:23]([NH:22][CH2:20][CH3:21])=[O:24]. The reactants are O=C(O)c1ccc2c(c1)C(=O)CCC2, CO, O. The product is COC(=O)c1ccc2c(c1)C(=O)CCC2. Reaction SMILES: [C:1]1(=[O:14])[CH2:2][CH2:3][CH2:4][c:5]2[cH:6][cH:7][c:8]([C:11](=[O:12])[OH:13])[cH:9][c:10]21.[CH3:15][OH:16].[OH2:17]>>[C:1]1(=[O:14])[CH2:2][CH2:3][CH2:4][c:5]2[cH:6][cH:7][c:8]([C:11]([O:12][CH3:15])=[O:13])[cH:9][c:10]21. Procedure: To a stirred suspension of polymer ester of (6R, 7R)-3-methyl-7-phenylacetamidoceph-3-em-4-carboxylic acid (5.00g, 4.45 mole, from example 8 in methylene chloride (35 ml.) and methanol (10 ml.) cooled to 0° was added peracetic acid (38% w/v, 1.1 ml., 5.50 m.mole) in one portion. Stirring was continued for 30 minutes at 0° and for a further 15 minutes, after removal of the cooling bath. The reaction mixture was filtered and pulled as dry as possible. The product was washed with methylene chloride... Reaction SMILES: [CH3:1][C:2]1[CH2:3][S:4][C@@H:5]2[C@H:12]([NH:13][C:14](=[O:22])[CH2:15][C:16]3[CH:21]=[CH:20][CH:19]=[CH:18][CH:17]=3)[C:11](=[O:23])[N:6]2[C:7]=1[C:8]([OH:10])=[O:9].CO.C(OO)(=[O:28])C>C(Cl)Cl>[CH3:1][C:2]1[CH2:3][S@:4](=[O:28])[C@@H:5]2[C@H:12]([NH:13][C:14](=[O:22])[CH2:15][C:16]3[CH:17]=[CH:18][CH:19]=[CH:20][CH:21]=3)[C:11](=[O:23])[N:6]2[C:7]=1[C:8]([OH:10])=[O:9]. Product: ester, CC=1C[S@@]([C@H]2N(C1C(=O)O)C([C@H]2NC(CC2=CC=CC=C2)=O)=O)=O ((1S, 6R. 7R)-3-methyl-7-phenylacetamidoceph-3-em-4-carboxylic acid 1-oxide). Run at time 15 minute. Reactants: C(C)(=O)OO (peracetic acid), ester, CC=1CS[C@H]2N(C1C(=O)O)C([C@H]2NC(CC2=CC=CC=C2)=O)=O ((6R, 7R)-3-methyl-7-phenylacetamidoceph-3-em-4-carboxylic acid), CO (methanol). Run in C(Cl)Cl (methylene chloride). Product: Cc1ccc([N+](=O)[O-])c(C(=O)Cl)c1. Reactants: ClCCl, Cc1ccc([N+](=O)[O-])c(C(=O)O)c1, Cc1ccccc1, ClP(Cl)(Cl)(Cl)Cl. As a reaction SMILES: [CH2:20]([Cl:21])[Cl:22].[CH3:1][c:2]1[cH:3][cH:4][c:5]([N+:11](=[O:12])[O-:13])[c:6]([C:7](=[O:8])[OH:9])[cH:10]1.[CH3:23][c:24]1[cH:25][cH:26][cH:27][cH:28][cH:29]1.[Cl:14][P:15]([Cl:16])([Cl:17])([Cl:18])[Cl:19]>>[CH3:1][c:2]1[cH:3][cH:4][c:5]([N+:11](=[O:12])[O-:13])[c:6]([C:7](=[O:8])[Cl:14])[cH:10]1.